This data is from the Open Reaction Database (ORD), a public repository of structured organic reaction records. The task is: describe an organic reaction: reactants, conditions, products, and yield Procedure details: 2-(4Ethylphenyl)chroman-4,6-diol was prepared as described for 2-phenylchroman-4,6-diol in Example 8(a) starting from 474 mg of 2-(4-ethylphenyl)-6-hydroxychroman-4one. 1H NMR (400 MHz, d6-DMSO) δ: 8.81 (s, 1H), 7.34 (d, 2H, J 8.0 Hz), 7.22 (d, 2H, J 8.0 Hz), 6.88 (d, 1H, J 2.8 Hz), 6.57 (d, 1H, J 8.6 Hz), 6.53 (dd, 1H, J 8.6, 2.8 Hz), 5.39 (d, 1H, J 7.1 Hz), 5.06 (d, 1H, J 10.7 Hz), 4.86 (m, 1H), 2.61 (q, 2H, J 7.6 Hz), 2.29 (m, 1H), 1.84 (m, 1H), 1.19 (t, 3H, J 7.6 Hz). The product is C(C)C1=CC=C(C=C1)C1OC2=CC=C(C=C2C(C1)O)O (2-(4Ethylphenyl)chroman-4,6-diol). Reactants: C1(=CC=CC=C1)C1OC2=CC=C(C=C2C(C1)O)O (2-phenylchroman-4,6-diol), C(C)C1=CC=C(C=C1)C1OC2=CC=C(C=C2C(C1)=O)O (2-(4-ethylphenyl)-6-hydroxychroman-4one). Reaction SMILES: C1(C2CC(O)C3C(=CC=C(O)C=3)O2)C=CC=CC=1.[CH2:19]([C:21]1[CH:26]=[CH:25][C:24]([CH:27]2[CH2:36][C:35](=[O:37])[C:34]3[C:29](=[CH:30][CH:31]=[C:32]([OH:38])[CH:33]=3)[O:28]2)=[CH:23][CH:22]=1)[CH3:20]>>[CH2:19]([C:21]1[CH:26]=[CH:25][C:24]([CH:27]2[CH2:36][CH:35]([OH:37])[C:34]3[C:29](=[CH:30][CH:31]=[C:32]([OH:38])[CH:33]=3)[O:28]2)=[CH:23][CH:22]=1)[CH3:20]. Reactants: C(#N)[BH3-].[Na+] (sodium cyanoborohydride), C(C1=CC=CC=C1)OC(NC(C=O)C)=O ([1-methyl-2-oxo-ethyl]-carbamic acid benzyl ester), Cl.COC([C@@H](N)CCC)=O (norvaline methylester hydrochloride), C(C)(C)N(CC)C(C)C (diisopropyl ethyl amine). Reagents/catalysts: [Cl-].[Cl-].[Zn+2] (ZnCl2), C(C)(=O)O (acetic acid). The solvent is CO (MeOH). Reaction conditions: time 10 minute. Product: COC(C(CCC)NCC(C)NC(=O)OCC1=CC=CC=C1)=O (2-[2-Benzyloxycarbonylamino-propylamino]-pentanoic acid methyl ester). Isolated yield 38.6%. Reaction SMILES: [CH2:1]([O:8][C:9](=[O:15])[NH:10][CH:11]([CH3:14])[CH:12]=O)[C:2]1[CH:7]=[CH:6][CH:5]=[CH:4][CH:3]=1.Cl.[CH3:17][O:18][C:19](=[O:25])[C@H:20]([CH2:22][CH2:23][CH3:24])[NH2:21].C(N(C(C)C)CC)(C)C.C([BH3-])#N.[Na+]>CO.C(O)(=O)C.[Cl-].[Cl-].[Zn+2]>[CH3:17][O:18][C:19](=[O:25])[CH:20]([NH:21][CH2:12][CH:11]([NH:10][C:9]([O:8][CH2:1][C:2]1[CH:7]=[CH:6][CH:5]=[CH:4][CH:3]=1)=[O:15])[CH3:14])[CH2:22][CH2:23][CH3:24] |f:1.2,4.5,8.9.10|. Reported procedure: To a solution of [1-methyl-2-oxo-ethyl]-carbamic acid benzyl ester (12.3 g, 69 mmol) and norvaline methylester hydrochloride (11.6 g, 69 mmol) in MeOH (300 mL) is added diisopropyl ethyl amine (9.4 g, 73 mmol) and 2 drops of acetic acid. After 10 min., ZnCl2 (9.46 g, 69 mmol) and sodium cyanoborohydride (8.72 g, 14 mmol) is added. The solution is stirred at ambient for 16 h. The solution is then concentrated. The residue is dissolved in EtOAc and 1N KHSO4. The organic layer is washed with 1N KHS... The reactants are OC1=C(C=C2C(N(C=NC2=C1)COC(C(C)(C)C)=O)=O)OC (7-hydroxy-6-methoxy-3-((pivaloyloxy)methyl)-3,4-dihydroquinazolin-4-one-), N1(N=CN=C1)CCO (2-(1,2,4-triazol-1-yl)ethanol), C1(=CC=CC=C1)P(C1=CC=CC=C1)C1=CC=CC=C1 (triphenylphosphine), N(=NC(=O)OCC)C(=O)OCC (Diethyl azodicarboxylate). Conditions: temperature 5 celsius, time 1 hour. Yields the product COC=1C=C2C(N(C=NC2=CC1OCCN1N=CN=C1)COC(C(C)(C)C)=O)=O (6-methoxy-3-((pivaloyloxy)methyl)-7-(2-(1,2,4-triazol-1-yl)ethoxy)-3,4-dihydroquinazolin-4-one). Yield: 73.6%. Reaction SMILES: N(C(OCC)=O)=NC(OCC)=O.[OH:13][C:14]1[CH:23]=[C:22]2[C:17]([C:18](=[O:32])[N:19]([CH2:24][O:25][C:26](=[O:31])[C:27]([CH3:30])([CH3:29])[CH3:28])[CH:20]=[N:21]2)=[CH:16][C:15]=1[O:33][CH3:34].[N:35]1([CH2:40][CH2:41]O)[CH:39]=[N:38][CH:37]=[N:36]1.C1(P(C2C=CC=CC=2)C2C=CC=CC=2)C=CC=CC=1>>[CH3:34][O:33][C:15]1[CH:16]=[C:17]2[C:22](=[CH:23][C:14]=1[O:13][CH2:41][CH2:40][N:35]1[CH:39]=[N:38][CH:37]=[N:36]1)[N:21]=[CH:20][N:19]([CH2:24][O:25][C:26](=[O:31])[C:27]([CH3:28])([CH3:29])[CH3:30])[C:18]2=[O:32]. Reported procedure: The starting material was prepared as follows Diethyl azodicarboxylate (1.1 ml, 7 mmol) was added dropwise to a solution of 7-hydroxy-6-methoxy-3-((pivaloyloxy)methyl)-3,4-dihydroquinazolin-4-one-(1.7 g, 5.55 mmol), 2-(1,2,4-triazol-1-yl)ethanol (791 mg, 7 mmol), (Ann. Pharm. Fr. 1977,35,503-508) and triphenylphosphine (1.8 g, 7 mmol) cooled at 5° C. The mixture was allowed to warm to ambient temperature and stirred for 1 hour. The mixture was poured directly on to a column of silica and eluted ... Reactants: C1(CCCCC1)=O (cyclohexanone), CC(C)(C)[O-].[K+] (KOt-Bu), BrCCCOCC1=CC=CC=C1 (benzyl 3-bromo-propyl ether). The solvent is S(=O)(=O)(O)[O-].[K+] (potassium hydrogen sulfate), CCOCC (Et2O), S(=O)(=O)(O)[O-].[K+] (potassium hydrogen sulfate), O (water), C1=CC=CC=C1 (benzene). Run at temperature 0 celsius. Yields the product C(C1=CC=CC=C1)OCCCC1C(CCCC1)=O (2-(3-benzyloxypropyl)-cyclohexan-1-one). Yield: 93.9%. As a reaction SMILES: CC([O-])(C)C.[K+].[C:7]1(=[O:13])[CH2:12][CH2:11][CH2:10][CH2:9][CH2:8]1.Br[CH2:15][CH2:16][CH2:17][O:18][CH2:19][C:20]1[CH:25]=[CH:24][CH:23]=[CH:22][CH:21]=1>C1C=CC=CC=1.S([O-])(O)(=O)=O.[K+].CCOCC.O>[CH2:19]([O:18][CH2:17][CH2:16][CH2:15][CH:8]1[CH2:9][CH2:10][CH2:11][CH2:12][C:7]1=[O:13])[C:20]1[CH:25]=[CH:24][CH:23]=[CH:22][CH:21]=1 |f:0.1,5.6|. Procedure details: Example 234 A) To a mechanically stirred mixture of KOt-Bu (10.1 g, 104 mmol) in benzene (100 mL) cooled to 0° C. under nitrogen was added cyclohexanone (7.4 g, 83 mmol) dropwise over 20 min. Ten minutes after the addition was complete, benzyl 3-bromo-propyl ether (20 g, 87 mmol) was added over a twenty minute period. The reaction mixture was warmed to room temperature, refluxed for seven hours, stirred at room temperature or eighteen hours, and diluted with 0.5N potassium hydrogen sulfate (200 ... Reactants: C(C1=CC=CC=C1)N(CCN1C(C(OC2=C1C=C(C(=C2)C)C(=O)N([C@H]2CN(CCC2)C(=O)OC(C)(C)C)C(C)C)(C)CO)=O)CC2=CC=CC=C2 (2-methyl-2-propanyl (3R)-3-[({4-[2-(dibenzylamino)ethyl]-2-(hydroxymethyl)-2,7-dimethyl-3-oxo-3,4-dihydro-2H-1,4-benzoxazin-6-yl}carbonyl)(2-propanyl)amino]-1-piperidine carboxylate), [H-].[Na+] (sodium hydride), CI (methyl iodide), [Cl-].[NH4+] (ammonium chloride). Run in CN(C=O)C (N,N-dimethylformamide), C(C)(=O)OCC (ethyl acetate). Run at time 30 minute. Yields the product C(C1=CC=CC=C1)N(CCN1C(C(OC2=C1C=C(C(=C2)C)C(=O)N([C@H]2CN(CCC2)C(=O)OC(C)(C)C)C(C)C)(C)COC)=O)CC2=CC=CC=C2 (2-Methyl-2-propanyl (3R)-3-[({4-[2-(dibenzylamino)ethyl]2-(methoxymethyl)-2,7-dimethyl-3-oxo-3,4-dihydro-2H-1,4-benzoxazin-6-yl}carbonyl)(2-propanyl)amino]-1-piperidinecarboxylate). Isolated yield 83.7%. As a reaction SMILES: [CH2:1]([N:8]([CH2:45][C:46]1[CH:51]=[CH:50][CH:49]=[CH:48][CH:47]=1)[CH2:9][CH2:10][N:11]1[C:16]2[CH:17]=[C:18]([C:22]([N:24]([CH:38]([CH3:40])[CH3:39])[C@@H:25]3[CH2:30][CH2:29][CH2:28][N:27]([C:31]([O:33][C:34]([CH3:37])([CH3:36])[CH3:35])=[O:32])[CH2:26]3)=[O:23])[C:19]([CH3:21])=[CH:20][C:15]=2[O:14][C:13]([CH2:42][OH:43])([CH3:41])[C:12]1=[O:44])[C:2]1[CH:7]=[CH:6][CH:5]=[CH:4][CH:3]=1.[H-].[Na+].[CH3:54]I.[Cl-].[NH4+]>CN(C)C=O.C(OCC)(=O)C>[CH2:1]([N:8]([CH2:45][C:46]1[CH:47]=[CH:48][CH:49]=[CH:50][CH:51]=1)[CH2:9][CH2:10][N:11]1[C:16]2[CH:17]=[C:18]([C:22]([N:24]([CH:38]([CH3:39])[CH3:40])[C@@H:25]3[CH2:30][CH2:29][CH2:28][N:27]([C:31]([O:33][C:34]([CH3:36])([CH3:37])[CH3:35])=[O:32])[CH2:26]3)=[O:23])[C:19]([CH3:21])=[CH:20][C:15]=2[O:14][C:13]([CH2:42][O:43][CH3:54])([CH3:41])[C:12]1=[O:44])[C:2]1[CH:7]=[CH:6][CH:5]=[CH:4][CH:3]=1 |f:1.2,4.5|. Procedure: To a solution of the obtained 2-methyl-2-propanyl (3R)-3-[({4-[2-(dibenzylamino)ethyl]-2-(hydroxymethyl)-2,7-dimethyl-3-oxo-3,4-dihydro-2H-1,4-benzoxazin-6-yl}carbonyl)(2-propanyl)amino]-1-piperidine carboxylate (22.5 g) in N,N-dimethylformamide (80 ml) were added sodium hydride (1.6 g) and methyl iodide (5.5 g) under ice-cooling. The mixture was stirred for 30 minutes, and then, cooled to room temperature, and further stirred for 2 hours. To the reaction solution was added a saturated aqueous a... The reactants are C(C1=CC=CC=C1)(=O)C1=C(C=C(C(=O)O)C=C1[N+](=O)[O-])OCCCC (4-benzoyl-3-n-butoxy-5-nitrobenzoic acid), C(C=C)OC=1C=C(C(=O)O)C=C(C1C(C1=CC=CC=C1)=O)[N+](=O)[O-] (3-allyloxy-4-benzoyl-5-nitrobenzoic acid). The product is C(C=C)OC=1C=C(C(=O)O)C=C(C1C(C1=CC=CC=C1)=O)N (3-allyloxy-5-amino-4-benzoylbenzoic acid). As a reaction SMILES: [C:1]([C:9]1[C:17]([N+:18]([O-])=O)=[CH:16][C:12]([C:13]([OH:15])=[O:14])=[CH:11][C:10]=1[O:21][CH2:22][CH2:23][CH2:24]C)(=[O:8])[C:2]1[CH:7]=[CH:6][CH:5]=[CH:4][CH:3]=1.C(OC1C=C(C=C([N+]([O-])=O)C=1C(=O)C1C=CC=CC=1)C(O)=O)C=C>>[CH2:22]([O:21][C:10]1[CH:11]=[C:12]([CH:16]=[C:17]([NH2:18])[C:9]=1[C:1](=[O:8])[C:2]1[CH:7]=[CH:6][CH:5]=[CH:4][CH:3]=1)[C:13]([OH:15])=[O:14])[CH:23]=[CH2:24]. Procedure: By replacing in Example 1, step C, 4-benzoyl-3-n-butoxy-5-nitrobenzoic acid with 3-allyloxy-4-benzoyl-5-nitrobenzoic acid, and following the procedure described, 3-allyloxy-5-amino-4-benzoylbenzoic acid is obtained with a melting point of 206.5°-207.5° C.